From a dataset of the Open Reaction Database (ORD), a public repository of structured organic reaction records. describe an organic reaction: reactants, conditions, products, and yield The reactants are CCOC(=O)[C@@H]1N(C(CC1)=O)C(=O)OC(C)(C)C ((R)-5-oxopyrrolidine-1,2-dicarboxylic acid 1-t-butyl ester 2-ethyl ester), FC1=CC=C(C=C1)[Mg]Br (4-fluorophenyl magnesium bromide), [Cl-].[NH4+] (ammonium chloride). The solvent is O1CCCC1 (tetrahydrofuran). The product is C(C)OC([C@@H](CCC(=O)C1=CC=C(C=C1)F)NC(=O)OC(C)(C)C)=O ((R)-2-t-butoxycarbonylamino-5-(4-fluorophenyl)-5-oxovaleric acid ethyl ester). Reaction SMILES: [F:1][C:2]1[CH:7]=[CH:6][C:5]([Mg]Br)=[CH:4][CH:3]=1.[CH3:10][CH2:11][O:12][C:13]([C@H:15]1[CH2:19][CH2:18][C:17](=[O:20])[N:16]1[C:21]([O:23][C:24]([CH3:27])([CH3:26])[CH3:25])=[O:22])=[O:14].[Cl-].[NH4+]>O1CCCC1>[CH2:11]([O:12][C:13](=[O:14])[C@H:15]([NH:16][C:21]([O:23][C:24]([CH3:27])([CH3:26])[CH3:25])=[O:22])[CH2:19][CH2:18][C:17]([C:5]1[CH:6]=[CH:7][C:2]([F:1])=[CH:3][CH:4]=1)=[O:20])[CH3:10] |f:2.3|. Reported procedure: Under a nitrogen atmosphere, 4-fluorophenyl magnesium bromide (25.6 mL, 1 M tetrahydrofuran solution) was added dropwise at −40° C. into a tetrahydrofuran (100 mL) solution containing (R)-5-oxopyrrolidine-1,2-dicarboxylic acid 1-t-butyl ester 2-ethyl ester (6 g). After stirring for 1 hour at the same temperature, saturated ammonium chloride aqueous solution was added, and the resultant was extracted with ethyl acetate. After washing the organic layer with brine, the resultant was dried over anhy...